This data is from the Open Reaction Database (ORD), a public repository of structured organic reaction records. The task is: describe an organic reaction: reactants, conditions, products, and yield Starting materials: resultant product, resultant solution, P(=O)(OCC)(OCC)OCC (triethyl phosphate), BrCCC[Si@@H]1CC[C@H](CC1)C1=CC(=C(C(=C1)F)C(F)(F)F)F (4-(trans-4-(3-bromopropyl)-4-silacyclohexyl) -2,6-difluoro-1-trifluormethylbenzene). The reagents and catalysts are [Cu]I (copper (I) iodide). Run in C1CCOC1 (THF). Product: FC=1C=C(C=C(C1C(F)(F)F)F)[C@@H]1CC[Si@H](CC1)CCCC[C@@H]1CC[C@H](CC1)CCC (trans-4-(4-(trans-4-(3,5-difluoro-4-trifluoromethylphenyl)-1-silacyclohexyl)butyl)-1 -n-propylcyclohexane). Yield: 81.0%. RXN SMILES: P(O[CH2:10][CH3:11])(OCC)(OCC)=O.Br[CH2:13][CH2:14][CH2:15][Si@H:16]1[CH2:21][CH2:20][C@H:19]([C:22]2[CH:27]=[C:26]([F:28])[C:25]([C:29]([F:32])([F:31])[F:30])=[C:24]([F:33])[CH:23]=2)[CH2:18][CH2:17]1>C1COCC1.[Cu]I>[F:33][C:24]1[CH:23]=[C:22]([C@H:19]2[CH2:20][CH2:21][Si@H:16]([CH2:15][CH2:14][CH2:13][CH2:19][C@H:22]3[CH2:27][CH2:26][C@H:25]([CH2:29][CH2:10][CH3:11])[CH2:24][CH2:23]3)[CH2:17][CH2:18]2)[CH:27]=[C:26]([F:28])[C:25]=1[C:29]([F:32])([F:31])[F:30]. Reported procedure: 21.9 g (0.1 mol) of trans-4-bromomethyl-1-n-propyl-1-silacyclohexane was dropped in a mixture of 2.5 g (0.11 mols) of magnesium and 300 ml of THF to obtain a Grignard reagent. The resultant solution was then dropped in a solution, in 500 ml of THF, of 0.5 g of triethyl phosphate, 0.1 g of copper (I) iodide and 40.1 g (0.1 mol) of 4-(trans-4-(3-bromopropyl)-4-silacyclohexyl) -2,6-difluoro-1-trifluormethylbenzene. The resultant product was subjected to ordinary aftertreatments to obtain trans-4-(4... The reactants are CC(C)(OC(=O)N[C@@H]1C(N([C@H]1C)O)=O)C ((3S-trans)-[[(1,1-dimethylethoxy)carbonyl]amino]-4-methyl-1-hydroxy-2azetidinone), Br[C@H](C(=O)OC(C1=CC=CC=C1)C1=CC=CC=C1)COCC1=CC=CC=C1 ((S)-2-bromo-3-(phenylmethoxy)propanoic acid, diphenylmethyl ester), C([O-])([O-])=O.[K+].[K+] (potassium carbonate). Solvent: CN(C=O)C (dimethylformamide). Reaction conditions: time 3 hour. Yields the product CC(C)(OC(=O)N[C@@H]1C(N([C@H]1C)OC(C(=O)OC(C1=CC=CC=C1)C1=CC=CC=C1)COCC1=CC=CC=C1)=O)C ((3S-trans)-2-[[3-[[(1,1-Dimethylethoxy)carbonyl]amino]-4-methyl-2-oxo-1-azetidinyl]oxy]-3-(phenylmethoxy)propanoic acid, diphenylmethyl ester). Isolated yield 74.1%. As a reaction SMILES: [CH3:1][C:2]([CH3:15])([O:4][C:5]([NH:7][C@H:8]1[C@H:11]([CH3:12])[N:10]([OH:13])[C:9]1=[O:14])=[O:6])[CH3:3].Br[C@@H:17]([CH2:34][O:35][CH2:36][C:37]1[CH:42]=[CH:41][CH:40]=[CH:39][CH:38]=1)[C:18]([O:20][CH:21]([C:28]1[CH:33]=[CH:32][CH:31]=[CH:30][CH:29]=1)[C:22]1[CH:27]=[CH:26][CH:25]=[CH:24][CH:23]=1)=[O:19].C(=O)([O-])[O-].[K+].[K+]>CN(C)C=O>[CH3:15][C:2]([CH3:1])([O:4][C:5]([NH:7][C@H:8]1[C@H:11]([CH3:12])[N:10]([O:13][CH:17]([CH2:34][O:35][CH2:36][C:37]2[CH:42]=[CH:41][CH:40]=[CH:39][CH:38]=2)[C:18]([O:20][CH:21]([C:28]2[CH:29]=[CH:30][CH:31]=[CH:32][CH:33]=2)[C:22]2[CH:27]=[CH:26][CH:25]=[CH:24][CH:23]=2)=[O:19])[C:9]1=[O:14])=[O:6])[CH3:3] |f:2.3.4|. Procedure details: To a solution of (3S-trans)-[[(1,1-dimethylethoxy)carbonyl]amino]-4-methyl-1-hydroxy-2azetidinone (55 mg, 0.26 mmol) and (S)-2-bromo-3-(phenylmethoxy)propanoic acid, diphenylmethyl ester (110 mg, 0.26 mmol) in dimethylformamide (1 ml) was added potassium carbonate (100 mg, 1 mmol). The resulting slurry was stirred for three hours at room temperature, quenched with hydrochloric acid (1N, 10 ml) and extracted with ether (20 ml). The organic layer was washed twice with dilute hydrochloric acid (1N,... Starting materials: C(C)(C)OC(C1=CN=C(C(=C1)C)C1CCCC1)=O (6-cyclopentyl-5-methyl-nicotinic acid isopropyl ester). Solvent: Cl (HCl). Product: C1(CCCC1)C1=NC=C(C(=O)O)C=C1C (6-Cyclopentyl-5-methyl-nicotinic acid), hydrochloride salt. As a reaction SMILES: C([O:4][C:5](=[O:18])[C:6]1[CH:11]=[C:10]([CH3:12])[C:9]([CH:13]2[CH2:17][CH2:16][CH2:15][CH2:14]2)=[N:8][CH:7]=1)(C)C>Cl>[CH:13]1([C:9]2[C:10]([CH3:12])=[CH:11][C:6]([C:5]([OH:18])=[O:4])=[CH:7][N:8]=2)[CH2:14][CH2:15][CH2:16][CH2:17]1. Reported procedure: A solution of 6-cyclopentyl-5-methyl-nicotinic acid isopropyl ester (138 mmol, 558 μmol) in 25% aq. HCl (5 mL) is stirred at 65° C. for 24 h. The solvent is evaporated and the residue is dried under HV to give the title compound as a hydrochloride salt (163 mg) in form of a beige solid; LC-MS: tR=0.64 min; [M+1]+=206.50. The reactants are C(=O)(OCC1=CC=CC=C1)N[C@@H](C(C)C)C(=O)O (Cbz-valine), ON1C(CCC1=O)=O (N-hydroxysuccinimide), Cl.C(C)N=C=NCCCN(C)C (N-ethyl-N'-(dimethylaminopropyl) carbodiimide hydrochloride). The solvent is ClCCl (dichloromethane). Run at time 4 hour. The product is C(=O)(OCC1=CC=CC=C1)N[C@@H](C(C)C)C(=O)ON1C(CCC1=O)=O (N-((Cbz-valinyl)oxy)-succinimide). The yield is 85.1%. Reaction SMILES: [C:1]([NH:11][C@H:12]([C:16]([OH:18])=[O:17])[CH:13]([CH3:15])[CH3:14])([O:3][CH2:4][C:5]1[CH:10]=[CH:9][CH:8]=[CH:7][CH:6]=1)=[O:2].O[N:20]1[C:24](=[O:25])[CH2:23][CH2:22][C:21]1=[O:26].Cl.C(N=C=NCCCN(C)C)C>ClCCl>[C:1]([NH:11][C@H:12]([C:16]([O:18][N:20]1[C:24](=[O:25])[CH2:23][CH2:22][C:21]1=[O:26])=[O:17])[CH:13]([CH3:14])[CH3:15])([O:3][CH2:4][C:5]1[CH:10]=[CH:9][CH:8]=[CH:7][CH:6]=1)=[O:2] |f:2.3|. Procedure: A suspension of 3.40 g (13.5 mmol) of Cbz-valine and 1.56 g (13.5 mmol) of N-hydroxysuccinimide in 200 ml of dichloromethane was treated with 2.86 g (14.9 mmol) of N-ethyl-N'-(dimethylaminopropyl) carbodiimide hydrochloride and stirred at ambient temperature for 4 h. The resulting solution was washed sequentially with 10% citric acid, aqueous NaHCO3, and water; dried over Na2SO4, and concentrated in vacuo to provide 4.00 g (85%) of the desired compound. The yield is 60.0%. Reactants: ClC=1C=NC=2NC=3C=CC=C(CNC4=CC=CC(NC1N2)=C4)C3 (6-chloro-2,4,8,14,22-pentaazatetracyclo[14.3.1.1(3,7).1(9,13)]docosa-1(20),3(22),4,6,9(21),10,12,16,18-nonaene), Cl.C(C1=CN=CC=C1)(=O)Cl (nicotinoyl chloride hydrochloride). Reaction SMILES: [Cl:1][C:2]1[CH:3]=[N:4][C:5]2[NH:6][C:7]3[CH:8]=[CH:9][CH:10]=[C:11]([CH:23]=3)[CH2:12][NH:13][C:14]3[CH:22]=[C:18]([NH:19][C:20]=1[N:21]=2)[CH:17]=[CH:16][CH:15]=3.Cl.[C:25](Cl)(=[O:32])[C:26]1[CH:31]=[CH:30][CH:29]=[N:28][CH:27]=1>>[Cl:1][C:2]1[CH:3]=[N:4][C:5]2[NH:6][C:7]3[CH:8]=[CH:9][CH:10]=[C:11]([CH:23]=3)[CH2:12][N:13]([C:25]([C:26]3[CH:27]=[N:28][CH:29]=[CH:30][CH:31]=3)=[O:32])[C:14]3[CH:22]=[C:18]([NH:19][C:20]=1[N:21]=2)[CH:17]=[CH:16][CH:15]=3 |f:1.2|. Yields the product ClC=1C=NC=2NC=3C=CC=C(CN(C4=CC=CC(NC1N2)=C4)C(=O)C=4C=NC=CC4)C3 (6-Chloro-14-(pyridin-3-ylcarbonyl)-2,4,8,14,22-pentaazatetracyclo[14.3.1.1(3,7).1(9,13)]docosa-1(20),3(22),4,6,9(21),10,12,16,18-nonaene). Reported procedure: The desired compound was prepared as a white powder according to the procedure of Example C22, step F, using 6-chloro-2,4,8,14,22-pentaazatetracyclo[14.3.1.1(3,7).1(9,13)]docosa-1(20),3(22),4,6,9(21),10,12,16,18-nonaene and nicotinoyl chloride hydrochloride as the starting materials in 60% yield. LCMS for C23H18ClN6O (M+H)+: m/z=429.0. 1H NMR (300 MHz, DMSO-d6): δ 9.43 (s, 1H), 9.15 (s, 1H), 8.40 (s, 1H), 8.14 (s, 2H), 7.89 (s, 1H), 7.62 (s, 1H), 7.23 (m, 4H), 7.10 (m, 4H), 4.85 (m, 2H). Product: ClC1=C(C(=O)NC2=CC(=C(C=C2)Cl)C2=NC=CC=C2)C=CC(=C1)C(=O)N1CCNCC1 (2-chloro-N-(4-chloro-3-(pyridin-2-yl)phenyl)-4-(piperazine-1-carbonyl)benzamide). Reported procedure: 50 mg 3-chloro-4-(4-chloro-3-(pyridin-2-yl)phenylcarbamoyl)benzoic acid was coupled to Boc-piperazine via Procedure G. The organic layer was evaporated to dryness and treated with TFA. After 1 h the TFA was removed and the crude was purified on reverse phase HPLC to yield 2-chloro-N-(4-chloro-3-(pyridin-2-yl)phenyl)-4-(piperazine-1-carbonyl)benzamide. MS (Q1) 455 (M)+. The reactants are ClC=1C=C(C(=O)O)C=CC1C(NC1=CC(=C(C=C1)Cl)C1=NC=CC=C1)=O (3-chloro-4-(4-chloro-3-(pyridin-2-yl)phenylcarbamoyl)benzoic acid), C(=O)(OC(C)(C)C)N1CCNCC1 (Boc-piperazine). Reaction SMILES: [Cl:1][C:2]1[CH:3]=[C:4]([CH:8]=[CH:9][C:10]=1[C:11](=[O:26])[NH:12][C:13]1[CH:18]=[CH:17][C:16]([Cl:19])=[C:15]([C:20]2[CH:25]=[CH:24][CH:23]=[CH:22][N:21]=2)[CH:14]=1)[C:5](O)=[O:6].C([N:34]1[CH2:39][CH2:38][NH:37][CH2:36][CH2:35]1)(OC(C)(C)C)=O>>[Cl:1][C:2]1[CH:3]=[C:4]([C:5]([N:34]2[CH2:39][CH2:38][NH:37][CH2:36][CH2:35]2)=[O:6])[CH:8]=[CH:9][C:10]=1[C:11]([NH:12][C:13]1[CH:18]=[CH:17][C:16]([Cl:19])=[C:15]([C:20]2[CH:25]=[CH:24][CH:23]=[CH:22][N:21]=2)[CH:14]=1)=[O:26].